Dataset: the Open Reaction Database (ORD), a public repository of structured organic reaction records. Task: describe an organic reaction: reactants, conditions, products, and yield Starting materials: C1CCOC1, Nc1cc(C2CC2)ccc1F, CCN(C(C)C)C(C)C, CC1(C)Cc2c(c(C(=O)O)cc3nc(Nc4c(Cl)cccc4Cl)[nH]c23)O1, O=S(Cl)Cl. Product: CC1(C)Cc2c(c(C(=O)Nc3cc(C4CC4)ccc3F)cc3nc(Nc4c(Cl)cccc4Cl)[nH]c23)O1. RXN SMILES: [CH2:51]1[O:52][CH2:53][CH2:54][CH2:55]1.[CH:31]1([c:34]2[cH:35][cH:36][c:37]([F:41])[c:38]([NH2:39])[cH:40]2)[CH2:32][CH2:33]1.[CH:42]([N:43]([CH2:44][CH3:45])[CH:46]([CH3:47])[CH3:48])([CH3:49])[CH3:50].[Cl:1][c:2]1[c:3]([NH:9][c:10]2[nH:11][c:12]3[c:13]([n:14]2)[cH:15][c:16]([C:24](=[O:25])[OH:26])[c:17]2[c:18]3[CH2:19][C:20]([CH3:22])([CH3:23])[O:21]2)[c:4]([Cl:8])[cH:5][cH:6][cH:7]1.[S:27]([Cl:28])([Cl:29])=[O:30]>>[Cl:1][c:2]1[c:3]([NH:9][c:10]2[nH:11][c:12]3[c:13]([n:14]2)[cH:15][c:16]([C:24](=[O:25])[NH:39][c:38]2[c:37]([F:41])[cH:36][cH:35][c:34]([CH:31]4[CH2:32][CH2:33]4)[cH:40]2)[c:17]2[c:18]3[CH2:19][C:20]([CH3:22])([CH3:23])[O:21]2)[c:4]([Cl:8])[cH:5][cH:6][cH:7]1. The reactants are C([O-])([O-])=O.[K+].[K+] (Potassium carbonate), C([O-])([O-])=O.[K+].[K+] (potassium carbonate), BrC1=CC(=C(N)C(=C1)C)C (4-Bromo-2,6-dimethyl-aniline), C1(CCCC1)CC(=O)Cl (cyclopentylacetyl chloride), O1CCCC1 (tetrahydrofuran). The solvent is C(C)#N (acetonitrile). Product: BrC1=CC(=C(C(=C1)C)NC(CC1CCCC1)=O)C (N-(4-Bromo-2,6-dimethyl-phenyl)-2-cyclopentyl-acetamide). Isolated yield 99.0%. Reaction SMILES: [Br:1][C:2]1[CH:8]=[C:7]([CH3:9])[C:5]([NH2:6])=[C:4]([CH3:10])[CH:3]=1.[CH:11]1([CH2:16][C:17](Cl)=[O:18])[CH2:15][CH2:14][CH2:13][CH2:12]1.O1CCCC1.C(=O)([O-])[O-].[K+].[K+]>C(#N)C>[Br:1][C:2]1[CH:8]=[C:7]([CH3:9])[C:5]([NH:6][C:17](=[O:18])[CH2:16][CH:11]2[CH2:15][CH2:14][CH2:13][CH2:12]2)=[C:4]([CH3:10])[CH:3]=1 |f:3.4.5|. Procedure details: 4-Bromo-2,6-dimethyl-aniline (4.3 g) and cyclopentylacetyl chloride (3.46 g) were mixed in acetonitrile (50 mL) and tetrahydrofuran (20 mL) and the reaction mixture was heated to reflux for 1 hour. Potassium carbonate (4.5 g) was added and the reaction mixture was refluxed for 1 hour and then poured onto crushed ice and saturated aqueous potassium carbonate (50 mL). The product was collected by filtration and washed with water (100 mL) to furnish 6.6 g (100% yield) of the title compound as a sol...